From a dataset of the Open Reaction Database (ORD), a public repository of structured organic reaction records. describe an organic reaction: reactants, conditions, products, and yield Starting materials: CN(C)c1ccncc1, CN1CCCC1=O, CCOC(C)=O, Nc1nc(CCl)ns1, O=C=NCc1cccc(F)c1. The product is O=C(NCc1cccc(F)c1)Nc1nc(CCl)ns1. RXN SMILES: [CH3:20][N:21]([c:22]1[cH:23][cH:24][n:25][cH:26][cH:27]1)[CH3:28].[CH3:29][N:30]1[CH2:31][CH2:32][CH2:33][C:34]1=[O:35].[CH3:36][CH2:37][O:38][C:39]([CH3:40])=[O:41].[Cl:12][CH2:13][c:14]1[n:15][s:16][c:17]([NH2:19])[n:18]1.[F:1][c:2]1[cH:3][c:4]([CH2:5][N:6]=[C:7]=[O:8])[cH:9][cH:10][cH:11]1>>[F:1][c:2]1[cH:3][c:4]([CH2:5][NH:6][C:7](=[O:8])[NH:19][c:17]2[s:16][n:15][c:14]([CH2:13][Cl:12])[n:18]2)[cH:9][cH:10][cH:11]1. Starting materials: ClC1=C(C(=O)C=2C=C(C=CC2O)C(C(=O)O)C)C=CC=N1 (2-[3-(2-chloronicotinoyl)-4-hydroxyphenyl]propionic acid), [OH-].[Na+] (sodium hydroxide). Reagents/catalysts: [Cu] (copper), [Cu](I)I (copper iodide). The solvent is O (water), O (water). The product is O=C1C2=C(OC3=NC=CC=C31)C=CC(=C2)C(C(=O)O)C (2-(5-oxo-5H-[1]benzopyrano[2,3-b]pyridin-7-yl)propionic acid). Yield: 72.7%. RXN SMILES: Cl[C:2]1[N:21]=[CH:20][CH:19]=[CH:18][C:3]=1[C:4]([C:6]1[CH:7]=[C:8]([CH:13]([CH3:17])[C:14]([OH:16])=[O:15])[CH:9]=[CH:10][C:11]=1[OH:12])=[O:5].[OH-].[Na+]>O.[Cu].[Cu](I)I>[O:5]=[C:4]1[C:3]2[C:2](=[N:21][CH:20]=[CH:19][CH:18]=2)[O:12][C:11]2[CH:10]=[CH:9][C:8]([CH:13]([CH3:17])[C:14]([OH:16])=[O:15])=[CH:7][C:6]1=2 |f:1.2|. Reported procedure: 2.5 g of 2-[3-(2-chloronicotinoyl)-4-hydroxyphenyl]propionic acid and 0.7 g of sodium hydroxide are dissolved in 10 ml of water. Catalytic amounts of powdered copper and copper iodide are added to the solution, and the mixture is stirred under reflux for 2 hours. After cooling, the reaction mixture is diluted with water, and filtered with suction. The filtrate is made acid with hydrochloric acid, and the resulting crystals are filtered off and recrystallized from aqueous dioxane to give 1.6 g of... Starting materials: CSC=1N=CC2=C(N3CCC[C@H]3CN(C2=O)C=2C=C(C(=O)NN)C=CC2)N1 ((S)-3-(9-methylthio-6-oxo-2,3,3a,4-tetrahydro-1H,6H-5,8,10,10b-tetraazabenzo[e]azulen-5-yl)benzoic hydrazide), [OH-].[K+].C(C)O (potassium hydroxide ethanol), C(=S)=S (carbon disulfide). The solvent is C(C)O (ethanol). Run at temperature 40 celsius, time 3 hour. Product: SC1=NN=C(O1)C=1C=C(C=CC1)N1C(C2=C(N3CCC[C@H]3C1)N=C(N=C2)SC)=O ((S)-5-[3-(5-mercapto-1,3,4-oxadiazol-2-yl)phenyl]-9-methylthio-1,2,3,3a,4,5-hexahydro-5,8,10,10b-tetraazabenzo[e]azulen-6-one). The yield is 66.7%. As a reaction SMILES: [CH3:1][S:2][C:3]1[N:4]=[CH:5][C:6]2[C:15](=[O:16])[N:14]([C:17]3[CH:18]=[C:19]([CH:24]=[CH:25][CH:26]=3)[C:20]([NH:22][NH2:23])=[O:21])[CH2:13][C@H:12]3[N:8]([CH2:9][CH2:10][CH2:11]3)[C:7]=2[N:27]=1.[OH-].[K+].C(O)C.[C:33](=S)=[S:34]>C(O)C>[SH:34][C:33]1[O:21][C:20]([C:19]2[CH:18]=[C:17]([N:14]3[CH2:13][C@H:12]4[N:8]([CH2:9][CH2:10][CH2:11]4)[C:7]4[N:27]=[C:3]([S:2][CH3:1])[N:4]=[CH:5][C:6]=4[C:15]3=[O:16])[CH:26]=[CH:25][CH:24]=2)=[N:22][N:23]=1 |f:1.2.3|. Reported procedure: (S)-3-(9-Methylthio-6-oxo-2,3,3a,4-tetrahydro-1H,6H-5,8,10,10b-tetraazabenzo[e]azulen-5-yl)benzoic hydrazide (50 mg, 0.13 mmol) obtained in Step 2 of Example 56 was suspended in ethanol (1.0 mL), and the mixture was stirred at 40° C. for 3 hours after adding a 0.25 mol/L potassium hydroxide/ethanol solution (0.52 mL, 0.13 mmol) and carbon disulfide (0.11 mL, 1.80 mmol). After concentrating the mixture under reduced pressure, water was added to the resulting residue, and the pH was adjusted to 4 ... Reactants: C([O-])([O-])=O.[Na+].[Na+] (sodium carbonate), O1CCOCC1 (1,4-dioxane), NC1=NC=CC(=N1)Cl (2-amino-4-chloropyrimidine), FC1=C2C(=C(C(=NC2=CC(=C1)F)C1=NC=CC=C1)C)NC=1C=C(C=NC1N1CCOCC1)B(O)O (5-(5,7-difluoro-3-methyl-2-(pyridin-2-yl)quinolin-4-ylamino)-6-morpholinopyridin-3-ylboronic acid). The reagents and catalysts are Cl[Pd]([P](C1=CC=CC=C1)(C2=CC=CC=C2)C3=CC=CC=C3)([P](C4=CC=CC=C4)(C5=CC=CC=C5)C6=CC=CC=C6)Cl (dichlorobis(triphenylphosphine)palladium(ii)). Solvent: O (water). Reaction conditions: temperature 120 celsius. Yields the product NC1=NC=CC(=N1)C=1C=C(C(=NC1)N1CCOCC1)NC1=C(C(=NC2=CC(=CC(=C12)F)F)C1=NC=CC=C1)C (N-(5-(2-amino-4-pyrimidinyl)-2-(4-morpholinyl)-3-pyridinyl)-5,7-difluoro-3-methyl-2-(2-pyridinyl)-4-quinolinamine). Reaction SMILES: C(=O)([O-])[O-].[Na+].[Na+].[NH2:7][C:8]1[N:13]=[C:12](Cl)[CH:11]=[CH:10][N:9]=1.[F:15][C:16]1[CH:25]=[C:24]([F:26])[CH:23]=[C:22]2[C:17]=1[C:18]([NH:34][C:35]1[CH:36]=[C:37](B(O)O)[CH:38]=[N:39][C:40]=1[N:41]1[CH2:46][CH2:45][O:44][CH2:43][CH2:42]1)=[C:19]([CH3:33])[C:20]([C:27]1[CH:32]=[CH:31][CH:30]=[CH:29][N:28]=1)=[N:21]2.O1CCOCC1>Cl[Pd](Cl)([P](C1C=CC=CC=1)(C1C=CC=CC=1)C1C=CC=CC=1)[P](C1C=CC=CC=1)(C1C=CC=CC=1)C1C=CC=CC=1.O>[NH2:7][C:8]1[N:13]=[C:12]([C:37]2[CH:36]=[C:35]([NH:34][C:18]3[C:17]4[C:22](=[CH:23][C:24]([F:26])=[CH:25][C:16]=4[F:15])[N:21]=[C:20]([C:27]4[CH:32]=[CH:31][CH:30]=[CH:29][N:28]=4)[C:19]=3[CH3:33])[C:40]([N:41]3[CH2:42][CH2:43][O:44][CH2:45][CH2:46]3)=[N:39][CH:38]=2)[CH:11]=[CH:10][N:9]=1 |f:0.1.2,^1:58,77|. Procedure: A solution of dichlorobis(triphenylphosphine)palladium(ii) (19.5 mg, 0.028 mmol), sodium carbonate (88 mg, 0.83 mmol), 2-amino-4-chloropyrimidine (35.9 mg, 0.28 mmol), 5-(5,7-difluoro-3-methyl-2-(pyridin-2-yl)quinolin-4-ylamino)-6-morpholinopyridin-3-ylboronic acid (0.28 mmol; described herein), 1,4-dioxane (6 mL), and water (1.5 mL) was heated in a microwave at 120° C. for 60 min. The reaction was then partitioned between EtOAc and water, and the organic layer dried (magnesium sulfate) and conc...